From a dataset of the Open Reaction Database (ORD), a public repository of structured organic reaction records. describe an organic reaction: reactants, conditions, products, and yield Run in C1(=CC=CC=C1)C (toluene). The product is C(C)(=O)N[C@H](C(=O)OCCC)CCl ((R)-propyl 2-acetamido-3-chloropropanoate). Reported procedure: (S)-Propyl 2-amino-3-hydroxypropanoate HCl salt (18.2 g, 99.1 mmol) was suspended in toluene (96 mL) and then thionyl chloride (8.20 mL, 13.3 g, 112 mmol) was added via an addition funnel during 15 min. The homogeneous reaction was stirred at 20° C. for 2 h. Then, the temperature was raised to 60° C. during 45 min and the reaction was maintained at that temperature for 45 min. Then, acetyl chloride (15.1 mL, 16.7 g, 213 mmol) was added via an addition funnel during a period of 2 h while the temp... Yield: 76.0%. Run at temperature 20 celsius, time 2 hour. As a reaction SMILES: [ClH:1].[NH2:2][C@@H:3]([CH2:10]O)[C:4]([O:6][CH2:7][CH2:8][CH3:9])=[O:5].S(Cl)(Cl)=O.[C:16](Cl)(=[O:18])[CH3:17]>C1(C)C=CC=CC=1>[C:16]([NH:2][C@@H:3]([CH2:10][Cl:1])[C:4]([O:6][CH2:7][CH2:8][CH3:9])=[O:5])(=[O:18])[CH3:17] |f:0.1|. The reactants are Cl.N[C@H](C(=O)OCCC)CO ((S)-Propyl 2-amino-3-hydroxypropanoate HCl salt), S(=O)(Cl)Cl (thionyl chloride), C(C)(=O)Cl (acetyl chloride). The reactants are CS(C)=O, CC(C)O, NO, O, n1n[nH]c(Nc2nnc(Nc3nnn[nH]3)nn2)n1. Product: O[NH2+]O, n1n[nH]c(Nc2nnc(Nc3nnn[nH]3)nn2)n1. RXN SMILES: [CH3:26][S:27]([CH3:28])=[O:29].[CH:22]([OH:23])([CH3:24])[CH3:25].[NH2:19][OH:20].[OH2:21].[nH:1]1[n:2][n:3][n:4][c:5]1[NH:6][c:7]1[n:8][n:9][c:10]([NH:13][c:14]2[n:15][n:16][n:17][nH:18]2)[n:11][n:12]1>>[NH2+:19]([OH:20])[OH:21].[nH:1]1[n:2][n:3][n:4][c:5]1[NH:6][c:7]1[n:8][n:9][c:10]([NH:13][c:14]2[nH:15][n:16][n:17][n:18]2)[n:11][n:12]1. Reactants: C(C1=CC=CC=C1)OC[C@@H](CCOCC1=CC=CC=C1)ON1C(C=2C(C1=O)=CC=CC2)=O ((R)-N-(1,4-dibenzyloxybut-2-oxy)phthalimide), CNN (methylhydrazine), CNN (methylhydrazine). The solvent is ClCCl (dichloromethane). Run at time 30 minute. The product is C(C1=CC=CC=C1)OC[C@@H](CCOCC1=CC=CC=C1)ON ((R)-1,4-dibenzyloxybut-2-oxyamine). Isolated yield 81.7%. RXN SMILES: [CH2:1]([O:8][CH2:9][C@H:10]([O:21][N:22]1C(=O)C2=CC=CC=C2C1=O)[CH2:11][CH2:12][O:13][CH2:14][C:15]1[CH:20]=[CH:19][CH:18]=[CH:17][CH:16]=1)[C:2]1[CH:7]=[CH:6][CH:5]=[CH:4][CH:3]=1.CNN>ClCCl>[CH2:1]([O:8][CH2:9][C@H:10]([O:21][NH2:22])[CH2:11][CH2:12][O:13][CH2:14][C:15]1[CH:20]=[CH:19][CH:18]=[CH:17][CH:16]=1)[C:2]1[CH:3]=[CH:4][CH:5]=[CH:6][CH:7]=1. Reported procedure: A solution of (R)-N-(1,4-dibenzyloxybut-2-oxy)phthalimide (0.6 g, 1.3 mmol) in dichloromethane (5 ml) was treated with methylhydrazine (86 μl, 1.6 mmol). A deep red colouration developed, disappearing gradually as a white solid precipitated out of solution. After stirring at room temperature for 30 minutes additional methylhydrazine (8 μl, 0.15 mmol) was added. The mixture was stirred at room temperature for an additional 30 minutes, filtered and the filtrate washed with 3% sodium carbonate solu... Starting materials: C1(CC1)C=1C=CC(=NC1CC1=CC=C(C=C1)F)C(=O)N[C@H](C(=O)OCC)CC(C)C ((S)-ethyl 2-(5-cyclopropyl-6-(4-fluorobenzyl)picolinamido)-4-methylpentanoate), [OH-].[Li+] (lithium hydroxide). Yields the product C1(CC1)C=1C=CC(=NC1CC1=CC=C(C=C1)F)C(=O)N[C@H](C(=O)O)CC(C)C ((S)-2-{[5-Cyclopropyl-6-(4-fluoro-benzyl)-pyridine-2-carbonyl]-amino}-4-methyl-pentanoic acid). As a reaction SMILES: [CH:1]1([C:4]2[CH:5]=[CH:6][C:7]([C:18]([NH:20][C@@H:21]([CH2:27][CH:28]([CH3:30])[CH3:29])[C:22]([O:24]CC)=[O:23])=[O:19])=[N:8][C:9]=2[CH2:10][C:11]2[CH:16]=[CH:15][C:14]([F:17])=[CH:13][CH:12]=2)[CH2:3][CH2:2]1.[OH-].[Li+]>>[CH:1]1([C:4]2[CH:5]=[CH:6][C:7]([C:18]([NH:20][C@@H:21]([CH2:27][CH:28]([CH3:30])[CH3:29])[C:22]([OH:24])=[O:23])=[O:19])=[N:8][C:9]=2[CH2:10][C:11]2[CH:16]=[CH:15][C:14]([F:17])=[CH:13][CH:12]=2)[CH2:3][CH2:2]1 |f:1.2|. Procedure: In analogy to the procedure described in Example 5 c), (S)-ethyl 2-(5-cyclopropyl-6-(4-fluorobenzyl)picolinamido)-4-methylpentanoate was saponified with lithium hydroxide to obtain the title compound. MS (EI): m/e=385.2 [M+H]+. The reactants are C(=O)(O)[O-].[Na+] (NaHCO3), CCCCC (n-pentane), CC1=C2[C@H](C(=O)[C@@]3([C@H](C[C@@H]4[C@]([C@H]3[C@@H]([C@@](C2(C)C)(C[C@@H]1OC(=O)[C@@H]([C@H](C5=CC=CC=C5)N)O)O)OC(=O)C6=CC=CC=C6)(CO4)OC(=O)C)O)C)OC(=O)C (N-debenzoyl-paclitaxel), C(C1=CC=CC=C1)(=O)Cl (benzoyl chloride). The solvent is C(Cl)(Cl)Cl.CO (CHCl3 CH3OH), CCOC(=O)C (AcOEt), CCOC(=O)C (AcOEt). Yields the product CC1=C2[C@H](C(=O)[C@@]3([C@H](C[C@@H]4[C@]([C@H]3[C@@H]([C@@](C2(C)C)(C[C@@H]1OC(=O)[C@@H]([C@H](C=5C=CC=CC5)NC(=O)C=6C=CC=CC6)O)O)OC(=O)C=7C=CC=CC7)(CO4)OC(=O)C)O)C)OC(=O)C (Paclitaxel). As a reaction SMILES: [CH3:1][C:2]1[C@@H:19]([O:20][C:21]([C@H:23]([OH:32])[C@@H:24]([NH2:31])[C:25]2[CH:30]=[CH:29][CH:28]=[CH:27][CH:26]=2)=[O:22])[CH2:18][C@:14]2([OH:33])[C:15]([CH3:17])([CH3:16])[C:3]=1[C@@H:4]([O:51][C:52]([CH3:54])=[O:53])[C:5]([C@@:7]1([CH3:50])[C@H:12]([C@@H:13]2[O:34][C:35]([C:37]2[CH:42]=[CH:41][CH:40]=[CH:39][CH:38]=2)=[O:36])[C@:11]2([O:45][C:46]([CH3:48])=[O:47])[CH2:43][O:44][C@@H:10]2[CH2:9][C@@H:8]1[OH:49])=[O:6].C([O-])(O)=O.[Na+].[C:60](Cl)(=[O:67])[C:61]1[CH:66]=[CH:65][CH:64]=[CH:63][CH:62]=1.CCCCC>CCOC(C)=O.C(Cl)(Cl)Cl.CO>[CH3:1][C:2]1[C@@H:19]([O:20][C:21]([C@H:23]([OH:32])[C@@H:24]([NH:31][C:60]([C:61]2[CH:62]=[CH:63][CH:64]=[CH:65][CH:66]=2)=[O:67])[C:25]2[CH:26]=[CH:27][CH:28]=[CH:29][CH:30]=2)=[O:22])[CH2:18][C@:14]2([OH:33])[C:15]([CH3:16])([CH3:17])[C:3]=1[C@@H:4]([O:51][C:52]([CH3:54])=[O:53])[C:5]([C@@:7]1([CH3:50])[C@H:12]([C@@H:13]2[O:34][C:35]([C:37]2[CH:42]=[CH:41][CH:40]=[CH:39][CH:38]=2)=[O:36])[C@:11]2([O:45][C:46]([CH3:48])=[O:47])[CH2:43][O:44][C@@H:10]2[CH2:9][C@@H:8]1[OH:49])=[O:6] |f:1.2,6.7|. Procedure details: In a 10 ml round-bottom flask, 0.031 g (0.041 mmol, 1.0 eq) of N-debenzoyl-paclitaxel were dissolved in 1.25 ml of AcOEt. The clear yellow solution was added with 1.25 ml of a NaHCO3 aqueous saturated solution. 7.1 ml (0.064 mmol, 1.5 eq) of benzoyl chloride were dropped into the resulting diphasic mixture, under strong magnetic stirring. The progress of the reaction was checked by TLC (SiO2, CHCl3/CH3OH 9:1). After disappearance of the starting product, a single spot having Rf=0.50 was observed... Starting materials: C(C)(C)(C)C1=NN(C(=C1)N)C1=CC=C(C=C1)C(C)(C)C (3-tert-butyl-1-(4-tert-butylphenyl)-1H-pyrazol-5-amine), ClC(=O)OC1=CC=CC=C1 (phenyl chloroformate). Product: C(C)(C)(C)C1=NN(C(=C1)NC(OC1=CC=CC=C1)=O)C1=CC=C(C=C1)C(C)(C)C (phenyl 3-tert-butyl-1-(4-tert-butylphenyl)-1H-pyrazol-5-ylcarbamate). Yield: 66.8%. Reaction SMILES: [C:1]([C:5]1[CH:9]=[C:8]([NH2:10])[N:7]([C:11]2[CH:16]=[CH:15][C:14]([C:17]([CH3:20])([CH3:19])[CH3:18])=[CH:13][CH:12]=2)[N:6]=1)([CH3:4])([CH3:3])[CH3:2].Cl[C:22]([O:24][C:25]1[CH:30]=[CH:29][CH:28]=[CH:27][CH:26]=1)=[O:23]>>[C:1]([C:5]1[CH:9]=[C:8]([NH:10][C:22](=[O:23])[O:24][C:25]2[CH:30]=[CH:29][CH:28]=[CH:27][CH:26]=2)[N:7]([C:11]2[CH:12]=[CH:13][C:14]([C:17]([CH3:20])([CH3:19])[CH3:18])=[CH:15][CH:16]=2)[N:6]=1)([CH3:4])([CH3:3])[CH3:2]. Procedure details: Using the procedure in Example 118A, 3-tert-butyl-1-(4-tert-butylphenyl)-1H-pyrazol-5-amine (996 mg, 3.67 mmol) and phenyl chloroformate (1.40 mL, 11.0 mmol) were reacted to give phenyl 3-tert-butyl-1-(4-tert-butylphenyl)-1H-pyrazol-5-ylcarbamate (957 mg, 2.45 mmol, 66%). 1H NMR (300 MHz, DMSO-d6) δ 10.05 (br s, 1H), 7.56-7.08 (m, 8H), 6.77 (s, 1H), 6.33 (s, 1H), 1.33 (s, 9H), 1.28 (s, 9H); LC-MS (ESI) m/z 392 (M+H)+. The reactants are FC1=CC=C(C=C1)C=1C=C2C=CC(=CC2=CC1)S(=O)(=O)C1=C(C=O)C=CC=N1 (2-{[6-(4-fluorophenyl)-2-naphthyl]sulfonyl}nicotinaldehyde), CC(C)(C)S(=O)N (2-methylpropane-2-sulfinamide), C(C)(=O)OCC (ethyl acetate). The reagents and catalysts are [O-]CC.[O-]CC.[O-]CC.[O-]CC.[Ti+4] (titanium tetraethoxide). The solvent is C1CCOC1 (THF), [Cl-].[Na+].O (brine). Run at temperature 80 celsius, time 10 minute. Product: FC1=CC=C(C=C1)C=1C=C2C=CC(=CC2=CC1)S(=O)(=O)C1=NC=CC=C1\C=N\S(=O)C(C)(C)C (N-[(1E)-(2-{[6-(4-Fluorophenyl)-2-naphthyl]sulfonyl}pyridin-3-yl)methylene]-2-methylpropane-2-sulfinamide). Yield: 44.6%. RXN SMILES: [F:1][C:2]1[CH:7]=[CH:6][C:5]([C:8]2[CH:9]=[C:10]3[C:15](=[CH:16][CH:17]=2)[CH:14]=[C:13]([S:18]([C:21]2[N:28]=[CH:27][CH:26]=[CH:25][C:22]=2[CH:23]=O)(=[O:20])=[O:19])[CH:12]=[CH:11]3)=[CH:4][CH:3]=1.[CH3:29][C:30]([S:33]([NH2:35])=[O:34])([CH3:32])[CH3:31].C(OCC)(=O)C>C1COCC1.[Cl-].[Na+].O.[O-]CC.[O-]CC.[O-]CC.[O-]CC.[Ti+4]>[F:1][C:2]1[CH:7]=[CH:6][C:5]([C:8]2[CH:9]=[C:10]3[C:15](=[CH:16][CH:17]=2)[CH:14]=[C:13]([S:18]([C:21]2[C:22](/[CH:23]=[N:35]/[S:33]([C:30]([CH3:32])([CH3:31])[CH3:29])=[O:34])=[CH:25][CH:26]=[CH:27][N:28]=2)(=[O:20])=[O:19])[CH:12]=[CH:11]3)=[CH:4][CH:3]=1 |f:4.5.6,7.8.9.10.11|. Reported procedure: To a solution of 2-{[6-(4-fluorophenyl)-2-naphthyl]sulfonyl}nicotinaldehyde (300 mg, 0.77 mmol) in THF (1.6 mL) was added 2-methylpropane-2-sulfinamide (102 mg, 0.84 mmol) and titanium tetraethoxide (0.32 mL, 1.54 mmol). The reaction was heated for 8 hours at 80° C. The reaction mixture was poured into brine, ethyl acetate was added and the mixture stirred for 10 minutes. The organic layer was separated and washed with water and brine, filtered through Hyflo and the volatiles evaporated in vacuo... Starting materials: IC1=CC=C(N)C=C1 (4-iodoaniline), CN1CC(NCCC1)=O (4-methyl-2-homopiperazinone), [O-]P(=O)([O-])[O-].[K+].[K+].[K+] (K3PO4), N[C@H]1[C@@H](CCCC1)N (1,2-trans-diaminocyclohexane). The reagents and catalysts are [Cu]I (CuI). The solvent is O1CCOCC1 (dioxane). The product is CN1CC(N(CCC1)C1=CC=C(C=C1)N)=O (4-(4-methyl-2-homopiperazinon-1-yl)phenylamine). Yield: 15.2%. As a reaction SMILES: I[C:2]1[CH:8]=[CH:7][C:5]([NH2:6])=[CH:4][CH:3]=1.[CH3:9][N:10]1[CH2:16][CH2:15][CH2:14][NH:13][C:12](=[O:17])[CH2:11]1.[O-]P([O-])([O-])=O.[K+].[K+].[K+].N[C@@H]1CCCC[C@H]1N>O1CCOCC1.[Cu]I>[CH3:9][N:10]1[CH2:16][CH2:15][CH2:14][N:13]([C:2]2[CH:8]=[CH:7][C:5]([NH2:6])=[CH:4][CH:3]=2)[C:12](=[O:17])[CH2:11]1 |f:2.3.4.5|. Procedure details: A mixture of 4-iodoaniline (70 mg, 0.32 mmol), 4-methyl-2-homopiperazinone (35 mg, 0.27 mmol), K3PO4 (135 mg, 0.64 mmol) and 1,2-trans-diaminocyclohexane (16 uL, 0.13 mmol) in dioxane (4 mL) was degassed with Ar before being charged with CuI (18 mg, 0.095 mmol). The mixture in a sealed tube was heated at 110 C overnight. The mixture was then purified by a silica gel prep-TLC using CH2Cl2/MeOH (95/5) as solvents to give the titled compound (9 mg). MS 220.5 (M+H).